Dataset: the Open Reaction Database (ORD), a public repository of structured organic reaction records. Task: describe an organic reaction: reactants, conditions, products, and yield The reactants are CCN=C=NCCCN(C)C, CCN(C(C)C)C(C)C, ClCCl, NC1c2ccccc2CC1NC(=O)c1cc2cc(Cl)sc2[nH]1, O=C1CCC(C(=O)O)O1, On1nnc2ccccc21. The product is O=C1CCC(C(=O)NC2c3ccccc3CC2NC(=O)c2cc3cc(Cl)sc3[nH]2)O1. Reaction SMILES: [CH3:29][CH2:30][N:31]=[C:32]=[N:33][CH2:34][CH2:35][CH2:36][N:37]([CH3:38])[CH3:39].[CH:1]([N:2]([CH2:3][CH3:4])[CH:5]([CH3:6])[CH3:7])([CH3:8])[CH3:9].[Cl:62][CH2:63][Cl:64].[NH2:40][CH:41]1[CH:42]([NH:50][C:51](=[O:52])[c:53]2[cH:54][c:55]3[c:56]([nH:57]2)[s:58][c:59]([Cl:61])[cH:60]3)[CH2:43][c:44]2[cH:45][cH:46][cH:47][cH:48][c:49]21.[O:20]=[C:21]1[CH2:22][CH2:23][CH:24]([C:26](=[O:27])[OH:28])[O:25]1.[OH:10][n:11]1[c:12]2[c:13]([cH:14][cH:15][cH:16][cH:17]2)[n:18][n:19]1>>[O:20]=[C:21]1[CH2:22][CH2:23][CH:24]([C:26](=[O:28])[NH:40][CH:41]2[CH:42]([NH:50][C:51](=[O:52])[c:53]3[cH:54][c:55]4[c:56]([nH:57]3)[s:58][c:59]([Cl:61])[cH:60]4)[CH2:43][c:44]3[cH:45][cH:46][cH:47][cH:48][c:49]32)[O:25]1. Starting materials: ClC1=C(CNCCC=2SC=CC2)C=CC=C1 (N- (2-chloro-benzyl)-2-(2-thienyl)ethylamine), ClC(C(=O)OCC)OCC (Ethyl 2-chloro-2-ethoxy-acetate). Run in CN(C=O)C (dimethylformamide). Product: Cl.ClC1=C(CN2C(C3=C(CC2)SC=C3)C(=O)OCC)C=CC=C1 (5-(2-chloro-benzyl)-4-ethoxycarbonyl-4,5,6,7-tetrahydro-thieno[3,2-c]pyridine hydrochloride). RXN SMILES: [Cl:1][C:2]1[CH:16]=[CH:15][CH:14]=[CH:13][C:3]=1[CH2:4][NH:5][CH2:6][CH2:7][C:8]1[S:9][CH:10]=[CH:11][CH:12]=1.Cl[CH:18](OCC)[C:19]([O:21][CH2:22][CH3:23])=[O:20]>CN(C)C=O>[ClH:1].[Cl:1][C:2]1[CH:16]=[CH:15][CH:14]=[CH:13][C:3]=1[CH2:4][N:5]1[CH2:6][CH2:7][C:8]2[S:9][CH:10]=[CH:11][C:12]=2[CH:18]1[C:19]([O:21][CH2:22][CH3:23])=[O:20] |f:3.4|. Reported procedure: Into a three-necked 250 ml flask are added 25.1 g (0.1 M) N- (2-chloro-benzyl)-2-(2-thienyl)ethylamine dissolved in 30 ml dimethylformamide. Ethyl 2-chloro-2-ethoxy-acetate (18.3 g; 0.11 M) is then added over 6 minutes, and the resulting material is heated at 80° C. for 4 hours after which the desired product begins to precipitate out. After cooling of the medium, the product is filtered off and recrystallized from 3×20 ml acetone, to give 20.5 g 5-(2-chloro-benzyl)-4-ethoxy-carbonyl-4,5,6,7-tet...